From a dataset of the Open Reaction Database (ORD), a public repository of structured organic reaction records. describe an organic reaction: reactants, conditions, products, and yield Starting materials: Fc1cc(F)cc(CBr)c1, [H-], [I-], [Na+], [Na+], CN(C)C=O, O, CC(C)S(=O)(=O)NCC(C)(O)c1ccc(O)cc1. Yields the product CC(C)S(=O)(=O)NCC(C)(O)c1ccc(OCc2cc(F)cc(F)c2)cc1. As a reaction SMILES: [F:21][c:22]1[cH:23][c:24]([CH2:25][Br:26])[cH:27][c:28]([F:30])[cH:29]1.[H-:20].[I-:31].[Na+:19].[Na+:32].[O:33]=[CH:34][N:35]([CH3:36])[CH3:37].[OH2:38].[OH:1][C:2]([CH2:3][NH:4][S:5](=[O:6])(=[O:7])[CH:8]([CH3:9])[CH3:10])([CH3:11])[c:12]1[cH:13][cH:14][c:15]([OH:18])[cH:16][cH:17]1>>[OH:1][C:2]([CH2:3][NH:4][S:5](=[O:6])(=[O:7])[CH:8]([CH3:9])[CH3:10])([CH3:11])[c:12]1[cH:13][cH:14][c:15]([O:18][CH2:25][c:24]2[cH:23][c:22]([F:21])[cH:29][c:28]([F:30])[cH:27]2)[cH:16][cH:17]1. Reactants: FC=1C=C2CCN(C2=CC1C1=CN(C2=NC=CC(=C21)NS(=O)(=O)C2=CC=CC=C2)C2CN(C2)C(=O)OC(C)(C)C)C (tert-butyl 3-(3-(5-fluoro-1-methylindolin-6-yl)-4-(phenylsulfonamido)-1H-pyrrolo[2,3-b]pyridin-1-yl)azetidine-1-carboxylate), Cl (HCl), O1CCOCC1 (dioxane), final mixture. Solvent: C(Cl)Cl (DCM). Yields the product N1CC(C1)N1C=C(C=2C1=NC=CC2NS(=O)(=O)C2=CC=CC=C2)C2=C(C=C1CCN(C1=C2)C)F (N-(1-(azetidin-3-yl)-3-(5-fluoro-1-methylindolin-6-yl)-1H-pyrrolo[2,3-b]pyridin-4-yl)benzenesulfonamide). The yield is 97.4%. As a reaction SMILES: [F:1][C:2]1[CH:3]=[C:4]2[C:8](=[CH:9][C:10]=1[C:11]1[C:19]3[C:14](=[N:15][CH:16]=[CH:17][C:18]=3[NH:20][S:21]([C:24]3[CH:29]=[CH:28][CH:27]=[CH:26][CH:25]=3)(=[O:23])=[O:22])[N:13]([CH:30]3[CH2:33][N:32](C(OC(C)(C)C)=O)[CH2:31]3)[CH:12]=1)[N:7]([CH3:41])[CH2:6][CH2:5]2.Cl.O1CCOCC1>C(Cl)Cl>[NH:32]1[CH2:31][CH:30]([N:13]2[C:14]3=[N:15][CH:16]=[CH:17][C:18]([NH:20][S:21]([C:24]4[CH:25]=[CH:26][CH:27]=[CH:28][CH:29]=4)(=[O:23])=[O:22])=[C:19]3[C:11]([C:10]3[CH:9]=[C:8]4[C:4]([CH2:5][CH2:6][N:7]4[CH3:41])=[CH:3][C:2]=3[F:1])=[CH:12]2)[CH2:33]1. Procedure: To a solution of tert-butyl 3-(3-(5-fluoro-1-methylindolin-6-yl)-4-(phenylsulfonamido)-1H-pyrrolo[2,3-b]pyridin-1-yl)azetidine-1-carboxylate (D33) (489 mg, 0.847 mmol) in DCM (8 mL) was added 4M HCl in dioxane (4.23 mL, 16.93 mmol). The final mixture was stirred at RT for 6 hours. The mixture was concentrated in vacuo. The residue was dissolved in MeOH and passed through a SCX cartridge eluting with MeOH followed by 2M ammonia in MeOH to give the title compound (394 mg). LCMS (A): m/z (M+H)+ 478... Starting materials: BrC1=C(C#N)C=CC(=C1)N1C=C(C=2C1=NC=CC2C=2C=NC1=CC=CC=C1C2)C (2-Bromo-4-{3-methyl-4-(quinolin-3-yl)-1H-pyrrolo[2,3-b]pyridin-1-yl}benzonitrile), C(C)(C)OCCCN (3-isopropoxypropylamine), C(C)(C)OCCCNC1=C(C#N)C=CC(=C1)N1C=C(C=2C1=NC=CC2C=2C=NC1=CC=CC=C1C2)C (2-(3-isopropoxypropylamino)-4-{3-methyl-4-(quinolin-3-yl)-1H-pyrrolo[2,3-b]pyridin-1-yl}benzonitrile). The product is C(C)(C)OCCCNC1=C(C(=O)N)C=CC(=C1)N1C=C(C=2C1=NC=CC2C=2C=NC1=CC=CC=C1C2)C (2-(3-Isopropoxypropylamino)-4-{3-methyl-4-(quinolin-3-yl)-1H-pyrrolo[2,3-b]pyridin-1-yl}benzamide). The yield is 38.0%. RXN SMILES: BrC1C=C(N2C3=NC=CC(C4C=NC5C(C=4)=CC=CC=5)=C3C(C)=C2)C=CC=1C#N.C([O:33]CCCN)(C)C.[CH:38]([O:41][CH2:42][CH2:43][CH2:44][NH:45][C:46]1[CH:53]=[C:52]([N:54]2[C:58]3=[N:59][CH:60]=[CH:61][C:62]([C:63]4[CH:64]=[N:65][C:66]5[C:71]([CH:72]=4)=[CH:70][CH:69]=[CH:68][CH:67]=5)=[C:57]3[C:56]([CH3:73])=[CH:55]2)[CH:51]=[CH:50][C:47]=1[C:48]#[N:49])([CH3:40])[CH3:39]>>[CH:38]([O:41][CH2:42][CH2:43][CH2:44][NH:45][C:46]1[CH:53]=[C:52]([N:54]2[C:58]3=[N:59][CH:60]=[CH:61][C:62]([C:63]4[CH:64]=[N:65][C:66]5[C:71]([CH:72]=4)=[CH:70][CH:69]=[CH:68][CH:67]=5)=[C:57]3[C:56]([CH3:73])=[CH:55]2)[CH:51]=[CH:50][C:47]=1[C:48]([NH2:49])=[O:33])([CH3:39])[CH3:40]. Procedure: According to Example 1(6), a crude product of 2-(3-isopropoxypropylamino)-4-{(3-methyl-4-(quinolin-3-yl)-1H-pyrrolo[2,3-b]pyridin-1-yl}benzonitrile was prepared using compound (40f) instead of compound (1e) and using 3-isopropoxypropylamine instead of trans-aminocyclohexanol and was used in the subsequent reaction without being purified. According to Example 1(7), compound (59) (the second stage yield: 38%) was prepared as a white solid using 2-(3-isopropoxypropylamino)-4-{3-methyl-4-(quinolin-3... Reactants: CC(=O)O[BH-](OC(C)=O)OC(C)=O, CN(C)C1(Cc2ccccc2)CCC(=O)CC1, ClCCCl, Nc1ccc2c(c1)CCC2, [Na+], [Na+], [Na+], O=S(=O)([O-])[O-]. Product: CN(C)C1(Cc2ccccc2)CCC(Nc2ccc3c(c2)CCC3)CC1. Reaction SMILES: [C:35]([O:36][BH-:37]([O:38][C:39](=[O:40])[CH3:41])[O:42][C:43](=[O:44])[CH3:45])(=[O:46])[CH3:47].[CH2:11]([c:12]1[cH:13][cH:14][cH:15][cH:16][cH:17]1)[C:18]1([N:25]([CH3:26])[CH3:27])[CH2:19][CH2:20][C:21](=[O:24])[CH2:22][CH2:23]1.[Cl:49][CH2:50][CH2:51][Cl:52].[NH2:1][c:2]1[cH:3][c:4]2[c:8]([cH:9][cH:10]1)[CH2:7][CH2:6][CH2:5]2.[Na+:28].[Na+:29].[Na+:48].[O-:30][S:31](=[O:32])(=[O:33])[O-:34]>>[NH:1]([c:2]1[cH:3][c:4]2[c:8]([cH:9][cH:10]1)[CH2:7][CH2:6][CH2:5]2)[CH:21]1[CH2:20][CH2:19][C:18]([CH2:11][c:12]2[cH:13][cH:14][cH:15][cH:16][cH:17]2)([N:25]([CH3:26])[CH3:27])[CH2:23][CH2:22]1. Starting materials: FC1=C(C(=CC(=C1)O[C@@H]1[C@H](CCC1)C1=CC=NN1C)F)S(=O)(=O)N(C(OC(C)(C)C)=O)CC1=C(C=C(C=C1)OC)OC (t-butyl [(2,6-difluoro-4-{[(1S*,2R*)-2-(1-methyl-1H-pyrazol-5-yl)cyclopentyl]oxy}phenyl)sulfonyl](2,4-dimethoxybenzyl)carbamate), C(C)[SiH](CC)CC (triethylsilane), FC(C(=O)O)(F)F (trifluoroacetic acid). The solvent is ClCCl (dichloromethane). The product is FC1=C(C(=CC(=C1)O[C@@H]1[C@H](CCC1)C1=CC=NN1C)F)S(=O)(=O)N (2,6-Difluoro-4-{[(1S*,2R*)-2-(1-methyl-1H-pyrazol-5-yl)cyclopentyl]oxy}benzenesulfonamide). Isolated yield 53.4%. Reaction SMILES: [F:1][C:2]1[CH:7]=[C:6]([O:8][C@H:9]2[CH2:13][CH2:12][CH2:11][C@@H:10]2[C:14]2[N:18]([CH3:19])[N:17]=[CH:16][CH:15]=2)[CH:5]=[C:4]([F:20])[C:3]=1[S:21]([N:24](CC1C=CC(OC)=CC=1OC)C(=O)OC(C)(C)C)(=[O:23])=[O:22].C([SiH](CC)CC)C.FC(F)(F)C(O)=O>ClCCl>[F:20][C:4]1[CH:5]=[C:6]([O:8][C@H:9]2[CH2:13][CH2:12][CH2:11][C@@H:10]2[C:14]2[N:18]([CH3:19])[N:17]=[CH:16][CH:15]=2)[CH:7]=[C:2]([F:1])[C:3]=1[S:21]([NH2:24])(=[O:23])=[O:22]. Reported procedure: The reaction and aftertreatment were conducted in the same manner as in Example 1b by using the t-butyl [(2,6-difluoro-4-{[(1S*,2R*)-2-(1-methyl-1H-pyrazol-5-yl)cyclopentyl]oxy}phenyl)sulfonyl](2,4-dimethoxybenzyl)carbamate (0.74 g, 1.22 mmol) prepared in Example 111b, triethylsilane (0.97 mL), trifluoroacetic acid (1.2 mL) and dichloromethane (12 mL), to yield the title compound (232.9 mg, 54%) as a colorless solid. Starting materials: OC1OC(=O)C2=C(C=CC=C12)O (3,7-dihydroxyphthalide), crude product, CO (methanol). Reagents/catalysts: S(O)(O)(=O)=O (sulfuric acid). Run at time 16 hour. Yields the product OC=1C=CC=C2C(OC(=O)C12)OC (7-hydroxy-3-methoxy-phthalide). Reaction SMILES: [OH:1][CH:2]1[C:11]2[C:6](=[C:7]([OH:12])[CH:8]=[CH:9][CH:10]=2)[C:4](=[O:5])[O:3]1.[CH3:13]O>S(=O)(=O)(O)O>[OH:12][C:7]1[CH:8]=[CH:9][CH:10]=[C:11]2[C:6]=1[C:4](=[O:5])[O:3][CH:2]2[O:1][CH3:13]. Reported procedure: 4 drops of concentrated sulfuric acid are added to a solution of 2.5 g of 3,7-dihydroxyphthalide (in the form of the crude product--see Examples 105 and 106) in 70 ml of methanol and, after the subsequent addition of 3 Å molecular sieve, the mixture is left to stand for approximately 16 hours. The mixture is then filtered and the filtrate is concentrated by evaporation. The crude product, 3 g of yellow oil, is purified by chromatography (flash-chromatography) on silica gel using ethyl acetate/n-...